Dataset: the Open Reaction Database (ORD), a public repository of structured organic reaction records. Task: describe an organic reaction: reactants, conditions, products, and yield Reactants: C(OCC)([O-])[O-] (ethyl orthoformate), FC(OC=1C(=C(C(=O)CC(=O)OCC)C=C(C1F)F)F)F (ethyl 3-difluoromethoxy-2,4,5-trifluorobenzoylacetate), ( XV ), C1(CC1)N (cyclopropylamine). Run in C(C)(=O)OC(C)=O (acetic anhydride). The product is C1(CC1)NC=C(C(=O)OCC)C(C1=C(C(=C(C(=C1)F)F)OC(F)F)F)=O (ethyl 3-cyclopropylamino-2-(3-difluoromethoxy-2,4,5trifluorobenzoyl)acrylate). As a reaction SMILES: [CH:1]([O-:6])([O-])[O:2][CH2:3][CH3:4].[F:7][CH:8]([F:27])[O:9][C:10]1[C:11]([F:26])=[C:12]([CH:21]=[C:22]([F:25])[C:23]=1[F:24])[C:13]([CH2:15][C:16](OCC)=O)=[O:14].[CH:28]1([NH2:31])[CH2:30][CH2:29]1>C(OC(=O)C)(=O)C>[CH:28]1([NH:31][CH:16]=[C:15]([C:13](=[O:14])[C:12]2[CH:21]=[C:22]([F:25])[C:23]([F:24])=[C:10]([O:9][CH:8]([F:7])[F:27])[C:11]=2[F:26])[C:1]([O:2][CH2:3][CH3:4])=[O:6])[CH2:30][CH2:29]1. Procedure: 20 ml of acetic anhydride and 6 ml of ethyl orthoformate were added to the whole of the ethyl 3-difluoromethoxy-2,4,5-trifluorobenzoylacetate [(XV), R1 =--OCHF2, R3' =H, R17 =C2H5, X=X'=F] prepared as described in step (b) above, and, after the mixture had been heated under reflux for 2 hours, the excess acetic anhydride and ethyl orthoformate were removed by evaporation under reduced pressure. The residue was dissolved in 200 ml of methylene chloride, and 1.25 g (0.022 moles) of cyclopropylamin... Reactants: CC(C)(C)OC(=O)N1CCC(C(N)=O)(c2cccnc2)CC1, Cl, C1COCCO1. Product: Cl, NC(=O)C1(c2cccnc2)CCNCC1. Reaction SMILES: [C:1]([O:2][C:3](=[O:4])[N:8]1[CH2:9][CH2:10][C:11]([C:14](=[O:15])[NH2:16])([c:17]2[cH:18][n:19][cH:20][cH:21][cH:22]2)[CH2:12][CH2:13]1)([CH3:5])([CH3:6])[CH3:7].[ClH:23].[O:24]1[CH2:25][CH2:26][O:27][CH2:28][CH2:29]1>>[ClH:23].[NH:8]1[CH2:9][CH2:10][C:11]([C:14](=[O:15])[NH2:16])([c:17]2[cH:18][n:19][cH:20][cH:21][cH:22]2)[CH2:12][CH2:13]1. Reactants: ClC1=CC=C(C=C1)S(=O)(=O)N1C2C(C(CC1CCC2)=O)=CO (9-(4-chlorophenylsulfonyl)-2-(hydroxymethylene)-9-azabicyclo[3.3.1]nonan-3-one), NC1=NNC(=C1)C (3-amino-5-methylpyrazole). Product: ClC1=CC=C(C=C1)S(=O)(=O)N1C2C=3C=NC4=CC(=NN4C3CC1CCC2)C (16-(4-Chloro-benzenesulfonyl)-7-methyl-4,8,9,16-tetraaza-tetracyclo-[10,3,1,02,10,05,9]hexadeca-2(10),3,5,7-tetraene). As a reaction SMILES: [Cl:1][C:2]1[CH:7]=[CH:6][C:5]([S:8]([N:11]2[CH:16]3[CH2:17][CH2:18][CH2:19][CH:12]2[C:13](=[CH:21]O)[C:14](=O)[CH2:15]3)(=[O:10])=[O:9])=[CH:4][CH:3]=1.[NH2:23][C:24]1[CH:28]=[C:27]([CH3:29])[NH:26][N:25]=1>>[Cl:1][C:2]1[CH:7]=[CH:6][C:5]([S:8]([N:11]2[CH:16]3[CH2:17][CH2:18][CH2:19][CH:12]2[C:13]2[CH:21]=[N:23][C:24]4[N:25]([C:14]=2[CH2:15]3)[N:26]=[C:27]([CH3:29])[CH:28]=4)(=[O:10])=[O:9])=[CH:4][CH:3]=1. Procedure details: Prepared as described in Example 5 using 9-(4-chlorophenylsulfonyl)-2-(hydroxymethylene)-9-azabicyclo[3.3.1]nonan-3-one which was prepared as described in Example 34 and 3-amino-5-methylpyrazole. Starting materials: C1(=CC=CC=C1)CC(C)(C1=CC=C(C=C1)OCC1=CC=CC=C1)N (1-phenyl-2-[4-(phenylmethoxy) phenyl)-2-propylamine), Cl (hydrochloric acid). As a reaction SMILES: [C:1]1([CH2:7][C:8]([NH2:24])([C:10]2[CH:15]=[CH:14][C:13]([O:16]CC3C=CC=CC=3)=[CH:12][CH:11]=2)[CH3:9])[CH:6]=[CH:5][CH:4]=[CH:3][CH:2]=1.[ClH:25]>CO.O1CCCC1.[Pd]>[ClH:25].[C:1]1([CH2:7][C:8]([NH2:24])([C:10]2[CH:11]=[CH:12][C:13]([OH:16])=[CH:14][CH:15]=2)[CH3:9])[CH:2]=[CH:3][CH:4]=[CH:5][CH:6]=1 |f:5.6|. The product is Cl.C1(=CC=CC=C1)CC(C)(C1=CC=C(C=C1)O)N (1-phenyl-2-(4-hydroxyphenyl)-2-propylamine hydrochloride). Reported procedure: To a solution of 1-phenyl-2-[4-(phenylmethoxy) phenyl)-2-propylamine (3.50 g, 0.011 mol) in methanol (100 mL), tetrahydrofuran (50 mL) and 1N hydrochloric acid (20 mL) was added 5% palladium on carbon (0.8 g) and the mixture was shaken on a Parr apparatus at approximately 40 psi for 6 h. The catalyst was removed by filtration and the solvent removed under vacuum. Crystallization from 2-propanol and ether and vacuum drying at 80° C. for 48 h provided 1.3 g of 1-phenyl-2-(4-hydroxyphenyl)-2-propyl... Reaction conditions: time 6 hour. The reagents and catalysts are [Pd] (palladium on carbon). The solvent is CO (methanol), O1CCCC1 (tetrahydrofuran). Reactants: Cc1cc(C#N)cnc1Oc1c(Cl)cc(N)cc1Cl, Cc1ccccc1, O=C=NC(=O)c1c(Cl)cccc1Cl. The product is Cc1cc(C#N)cnc1Oc1c(Cl)cc(NC(=O)NC(=O)c2c(Cl)cccc2Cl)cc1Cl. As a reaction SMILES: [CH3:1][c:2]1[c:3]([O:10][c:11]2[c:12]([Cl:19])[cH:13][c:14]([NH2:15])[cH:16][c:17]2[Cl:18])[n:4][cH:5][c:6]([C:8]#[N:9])[cH:7]1.[CH3:33][c:34]1[cH:35][cH:36][cH:37][cH:38][cH:39]1.[Cl:20][c:21]1[c:22]([C:23](=[O:24])[N:25]=[C:26]=[O:27])[c:28]([Cl:32])[cH:29][cH:30][cH:31]1>>[CH3:1][c:2]1[c:3]([O:10][c:11]2[c:12]([Cl:19])[cH:13][c:14]([NH:15][C:26]([NH:25][C:23]([c:22]3[c:21]([Cl:20])[cH:31][cH:30][cH:29][c:28]3[Cl:32])=[O:24])=[O:27])[cH:16][c:17]2[Cl:18])[n:4][cH:5][c:6]([C:8]#[N:9])[cH:7]1. The reactants are [N+](=O)([O-])C1=C(C#N)C(=CC=C1)[N+](=O)[O-] (2,6 dinitrobenzonitrile), C[C@H]1[C@@H](CCC1)O (trans-2-methylcyclopentanol). The product is C[C@H]1[C@@H](CCC1)OC1=C(C#N)C(=CC=C1)[N+](=O)[O-] (2-(trans-2-Methylcyclopentyloxy)-6-nitrobenzonitrile). RXN SMILES: [N+]([C:4]1[CH:11]=[CH:10][CH:9]=[C:8]([N+:12]([O-:14])=[O:13])[C:5]=1[C:6]#[N:7])([O-])=O.[CH3:15][C@@H:16]1[CH2:20][CH2:19][CH2:18][C@H:17]1[OH:21]>>[CH3:15][C@@H:16]1[CH2:20][CH2:19][CH2:18][C@H:17]1[O:21][C:4]1[CH:11]=[CH:10][CH:9]=[C:8]([N+:12]([O-:14])=[O:13])[C:5]=1[C:6]#[N:7]. Procedure: Prepared as in Example 111c from 2,6 dinitrobenzonitrile and trans-2-methylcyclopentanol in 65% as a yellow solid. MS 247 (MH+).